describe an organic reaction: reactants, conditions, products, and yield From a dataset of the Open Reaction Database (ORD), a public repository of structured organic reaction records. Reactants: ClC=1C=CC=C2C(NC(=NC12)C(C1=NC=C(C=C1)F)(F)F)=O (8-chloro-2-(difluoro(5-fluoropyridin-2-yl)methyl)quinazolin-4(3H)-one), CCN(C(C)C)C(C)C (DIEA), P(=O)(Cl)(Cl)Cl (phosphorous oxychloride). Run at temperature 115 celsius. The product is ClC1=NC(=NC2=C(C=CC=C12)Cl)C(C1=NC=C(C=C1)F)(F)F (4,8-dichloro-2-(difluoro(5-fluoropyridin-2-yl)methyl)quinazoline). Yield: 111.0%. Reaction SMILES: [Cl:1][C:2]1[CH:3]=[CH:4][CH:5]=[C:6]2[C:11]=1[N:10]=[C:9]([C:12]([F:21])([F:20])[C:13]1[CH:18]=[CH:17][C:16]([F:19])=[CH:15][N:14]=1)[NH:8][C:7]2=O.CCN(C(C)C)C(C)C.P(Cl)(Cl)([Cl:34])=O>>[Cl:34][C:7]1[C:6]2[C:11](=[C:2]([Cl:1])[CH:3]=[CH:4][CH:5]=2)[N:10]=[C:9]([C:12]([F:21])([F:20])[C:13]2[CH:18]=[CH:17][C:16]([F:19])=[CH:15][N:14]=2)[N:8]=1. Reported procedure: To 8-chloro-2-(difluoro(5-fluoropyridin-2-yl)methyl)quinazolin-4(3H)-one (250 mg, 0.77 mmol) were added DIEA (0.28 mL, 1.53 mmol) and phosphorous oxychloride (5.3 mL, 57 mmol), and the mixture was heated at 115° C. for 6 h. The mixture was allowed to cool to rt and was concentrated under reduced pressure. Toluene was added and evaporated twice, and the residue was partitioned between EtOAc (20 mL) and cold saturated aq NaHCO3 (10 mL). The separated EtOAc layer was diluted with EtOAc (60 mL) and ... Starting materials: FC1=CC=C(C=C1)S(=O)(=O)Cl (4-fluorobenzenesulfonylchloride), CNC (dimethylamine). The solvent is C(Cl)Cl (methylene chloride). Yields the product FC1=CC=C(C=C1)S(=O)(=O)N(C)C (4-Fluoro-N,N-dimethylbenzenesulfonamide). Reaction SMILES: [F:1][C:2]1[CH:7]=[CH:6][C:5]([S:8](Cl)(=[O:10])=[O:9])=[CH:4][CH:3]=1.[CH3:12][NH:13][CH3:14]>C(Cl)Cl>[F:1][C:2]1[CH:7]=[CH:6][C:5]([S:8]([N:13]([CH3:14])[CH3:12])(=[O:10])=[O:9])=[CH:4][CH:3]=1. Procedure: A solution of 38.9 g (0.20 mole) of 4-fluorobenzenesulfonylchloride in 20 ml of methylene chloride was added slowly to 300 ml of a 40% aqueous dimethylamine solution during 0.5 hour period. The reaction was exothermic. After the reaction mixture was cooled a yellow solid was precipitated. The solid was collected, dissolved in 300 ml of ethyl acetate, and dried over magnesium sulfate. The solution was concentrated to 100 ml and a light yellow crystal formed. The crystal was collected and air-drie... Reaction SMILES: ClC1[C:7](=[O:8])[C:6]([C:9]#N)=[C:5](C#N)[C:4](=O)C=1Cl.[C:15]1([CH3:21])[CH:20]=[CH:19][CH:18]=[CH:17][CH:16]=1.O1CCOC[CH2:23]1>>[CH3:21][C:15]1[CH:20]=[CH:19][C:18]([CH3:23])=[C:17]2[C:16]=1[CH:4]=[CH:5][C:6]([CH:7]=[O:8])=[CH:9]2. Reactants: ClC1=C(C(C(=C(C1=O)C#N)C#N)=O)Cl (dichlorodicyanobenzoquinone), aldehyde, O1CCOCC1 (dioxane), C1(=CC=CC=C1)C (toluene). Procedure: 20.9 g of the aldehyde compound was dissolved in 300 ml dioxane in a nitrogen atmosphere, then 50.9 g of dichlorodicyanobenzoquinone was added thereto, and the mixture was heated under reflux for 1.5 hours. After the mixture was left standing for cooling to room temperature, 500 ml toluene was added thereto, and the resulting precipitates were filtered off and washed with toluene several times. The filtrate was concentrated and the resulting crude product was purified by silica gel column chroma... Product: CC1=C2C=CC(=CC2=C(C=C1)C)C=O (5,8-dimethyl-2-naphthaldehyde). The reactants are CC(C)(C)OC(=O)N1CCCC1, O=CC(Cc1ccccc1)N(Cc1ccccc1)Cc1ccccc1, CC(=O)O, CCOCC, [Li]C(C)CC. Yields the product CC(C)(C)OC(=O)N1CCCC1C(O)C(Cc1ccccc1)N(Cc1ccccc1)Cc1ccccc1. RXN SMILES: [C:6](=[O:7])([O:8][C:9]([CH3:10])([CH3:11])[CH3:12])[N:13]1[CH2:14][CH2:15][CH2:16][CH2:17]1.[CH2:18]([c:19]1[cH:20][cH:21][cH:22][cH:23][cH:24]1)[N:25]([CH:26]([CH:27]=[O:28])[CH2:29][c:30]1[cH:31][cH:32][cH:33][cH:34][cH:35]1)[CH2:36][c:37]1[cH:38][cH:39][cH:40][cH:41][cH:42]1.[CH3:43][C:44](=[O:45])[OH:46].[CH3:47][CH2:48][O:49][CH2:50][CH3:51].[CH:1]([Li:2])([CH2:3][CH3:4])[CH3:5]>>[C:6](=[O:7])([O:8][C:9]([CH3:10])([CH3:11])[CH3:12])[N:13]1[CH2:14][CH2:15][CH2:16][CH:17]1[CH:27]([CH:26]([N:25]([CH2:18][c:19]1[cH:20][cH:21][cH:22][cH:23][cH:24]1)[CH2:36][c:37]1[cH:38][cH:39][cH:40][cH:41][cH:42]1)[CH2:29][c:30]1[cH:31][cH:32][cH:33][cH:34][cH:35]1)[OH:28]. Starting materials: C(C(C)C)N=C=S (Isobutyl isothiocyanate), C1(=CC(=CC=C1)N)N (m-phenylenediamine). The solvent is C(Cl)Cl (methylene chloride). Yields the product C(C(C)C)NC(=S)NC1=CC(=CC=C1)N (1-isobutyl-3-m-aminophenylthiourea). As a reaction SMILES: [CH2:1]([N:5]=[C:6]=[S:7])[CH:2]([CH3:4])[CH3:3].[C:8]1([NH2:15])[CH:13]=[CH:12][CH:11]=[C:10]([NH2:14])[CH:9]=1>C(Cl)Cl>[CH2:1]([NH:5][C:6]([NH:14][C:10]1[CH:11]=[CH:12][CH:13]=[C:8]([NH2:15])[CH:9]=1)=[S:7])[CH:2]([CH3:4])[CH3:3]. Reported procedure: Isobutyl isothiocyanate (16 g.) is added dropwise with stirring to a solution of m-phenylenediamine (17 g.) in methylene chloride (500 ml.) at room temperature. After 16 hours the solution is concentrated until crystallization begins. The mixture is diluted with benzene, and the product is filtered off, washed with benzene and dried. The 1-isobutyl-3-m-aminophenylthiourea thus obtained (23 g.) is dissolved in ethanol (250 ml.) saturated with ammonia gas, and stirred for 48 hours at room temperat... Reactants: O=C(O)Cc1ccc2c(c1)C(=O)c1ccccc1CO2, NCc1cccc2ccccc12. The reagents and catalysts are C1CCC(CC1)N=C=NC2CCCCC2 (DCC), CN1CCOCC1 (NMM), C1(=C(C(=C(C(=C1F)F)F)F)F)O (Pentafluorophenol). Run in CN(C)C=O (DMF), CN(C)C=O (DMF), CN(C)C=O (DMF), CN(C)C=O (DMF), CN(C)C=O (DMF), CN(C)C=O (DMF). Run at temperature 25 celsius, time 2 hour. Product: O=C(Cc1ccc2c(c1)C(=O)c1ccccc1CO2)NCc1cccc2ccccc12. Isolated yield 93.6%. As a reaction SMILES: NCc1cccc2ccccc12.O=C(O)Cc1ccc2c(c1)C(=O)c1ccccc1CO2.C1CCC(CC1)N=C=NC2CCCCC2.C1(=C(C(=C(C(=C1F)F)F)F)F)O.CN1CCOCC1.CN(C)C=O>>O=C(Cc1ccc2c(c1)C(=O)c1ccccc1CO2)NCc1cccc2ccccc12. Starting materials: Cl.ClC=1C(=C(NC2=NC=NC3=CC(=C(C=C23)OCC2CNCC2)OC)C=CC1)F (4-(3-chloro-2-fluoroanilino)-7-methoxy-6-(pyrrolidin-3-ylmethoxy)quinazoline hydrochloride), C(C)(=O)OC(C)=O (acetic anhydride). Product: C(C)(=O)N1CC(CC1)COC=1C=C2C(=NC=NC2=CC1OC)NC1=C(C(=CC=C1)Cl)F (6-[(1-Acetylpyrrolidin-3-yl)methoxy]-4-(3-chloro-2-fluoroanilino)-7-methoxyquinazoline). The yield is 63.0%. RXN SMILES: Cl.[Cl:2][C:3]1[C:4]([F:29])=[C:5]([CH:26]=[CH:27][CH:28]=1)[NH:6][C:7]1[C:16]2[C:11](=[CH:12][C:13]([O:24][CH3:25])=[C:14]([O:17][CH2:18][CH:19]3[CH2:23][CH2:22][NH:21][CH2:20]3)[CH:15]=2)[N:10]=[CH:9][N:8]=1.[C:30](OC(=O)C)(=[O:32])[CH3:31]>>[C:30]([N:21]1[CH2:22][CH2:23][CH:19]([CH2:18][O:17][C:14]2[CH:15]=[C:16]3[C:11](=[CH:12][C:13]=2[O:24][CH3:25])[N:10]=[CH:9][N:8]=[C:7]3[NH:6][C:5]2[CH:26]=[CH:27][CH:28]=[C:3]([Cl:2])[C:4]=2[F:29])[CH2:20]1)(=[O:32])[CH3:31] |f:0.1|. Procedure details: Using a procedure similar to that described in Example 38, 4-(3-chloro-2-fluoroanilino)-7-methoxy-6-(pyrrolidin-3-ylmethoxy)quinazoline hydrochloride (300 mg; prepared as described in Example 33-starting material) was reacted with acetic anhydride to give the title product (194 mg, 63%); 1H NMR Spectrum (DMSO d6+CD3COOD) 1.71-1.90 (m, 1H); 1.93-1.94 (m, 3H); 2.00-2.20 (m, 1H); 2.66-2.86 (m, 1H); 3.18-3.31 (m, 1H); 3.43-3.72 (m, 3H); 3.93 (m, 3H); 4.04-4.18 (m, 2H); 7.15-7.32 (m, 2H); 7.42-7.53 (...